Dataset: the Open Reaction Database (ORD), a public repository of structured organic reaction records. Task: describe an organic reaction: reactants, conditions, products, and yield The reactants are O=C(Cl)c1cccc(OC(F)(F)F)c1, CN1CCC(C(=O)c2cccc(N)c2)CC1. The product is CN1CCC(C(=O)c2cccc(NC(=O)c3cccc(OC(F)(F)F)c3)c2)CC1. Reaction SMILES: [F:17][C:18]([O:19][c:20]1[cH:21][c:22]([C:23](=[O:24])[Cl:25])[cH:26][cH:27][cH:28]1)([F:29])[F:30].[NH2:1][c:2]1[cH:3][c:4]([C:5](=[O:6])[CH:7]2[CH2:8][CH2:9][N:10]([CH3:13])[CH2:11][CH2:12]2)[cH:14][cH:15][cH:16]1>>[NH:1]([c:2]1[cH:3][c:4]([C:5](=[O:6])[CH:7]2[CH2:8][CH2:9][N:10]([CH3:13])[CH2:11][CH2:12]2)[cH:14][cH:15][cH:16]1)[C:23]([c:22]1[cH:21][c:20]([O:19][C:18]([F:17])([F:29])[F:30])[cH:28][cH:27][cH:26]1)=[O:24]. The reactants are ClC(=O)N1N=C(C=C1SC)C(C)(C)C (1-chlorocarbonyl-3-tert-butyl-5-(methylthio)pyrazole), C(C)NCC (diethylamine), O (water). The solvent is C1=CC=CC=C1 (benzene). Yields the product C(C)N(C(=O)N1N=C(C=C1SC)C(C)(C)C)CC (1-(diethylcarbamoyl)-3-t-butyl-5-(methylthio)pyrazole). RXN SMILES: Cl[C:2]([N:4]1[C:8]([S:9][CH3:10])=[CH:7][C:6]([C:11]([CH3:14])([CH3:13])[CH3:12])=[N:5]1)=[O:3].[CH2:15]([NH:17][CH2:18][CH3:19])[CH3:16].O>C1C=CC=CC=1>[CH2:15]([N:17]([CH2:18][CH3:19])[C:2]([N:4]1[C:8]([S:9][CH3:10])=[CH:7][C:6]([C:11]([CH3:14])([CH3:13])[CH3:12])=[N:5]1)=[O:3])[CH3:16]. Procedure: To a stirred solution of 1-chlorocarbonyl-3-tert-butyl-5-(methylthio)pyrazole (23 g) in benzene (200 ml) at room temperature was added dropwise diethylamine (16 g, 23 ml). A white precipitate formed rapidly. The reaction mixture was refluxed (at 80°) for two hours, allowed to cool, and water (100 ml) added. The organic layer was washed once again with water, separated, dried and evaporated to give 1-(diethylcarbamoyl)-3-t-butyl-5-(methylthio)pyrazole. Recrystallisation from petrol gave the pure ... The reactants are C(O)([O-])=O.[Na+] (sodium hydrogencarbonate), Example 3 ( b ), C(=S)(Cl)Cl (thiophosgen), S1C(=NC2=C1C=CC=C2)COC2=CC=C(N)C=C2 (4-(benzothiazol-2-ylmethoxy)aniline). Solvent: C(Cl)Cl (methylene chloride), C(Cl)Cl (methylene chloride). Run at time 2 hour. Product: S1C(=NC2=C1C=CC=C2)COC2=CC=C(C=C2)NC(OC)=S (Methyl N-[4-(Benzothiazol-2-ylmethoxy)phenyl]thiocarbamate). Isolated yield 76.0%. RXN SMILES: [C:1](=[O:4])([O-])O.[Na+].[C:6](Cl)(Cl)=[S:7].[S:10]1[C:14]2[CH:15]=[CH:16][CH:17]=[CH:18][C:13]=2[N:12]=[C:11]1[CH2:19][O:20][C:21]1[CH:27]=[CH:26][C:24]([NH2:25])=[CH:23][CH:22]=1>C(Cl)Cl>[S:10]1[C:14]2[CH:15]=[CH:16][CH:17]=[CH:18][C:13]=2[N:12]=[C:11]1[CH2:19][O:20][C:21]1[CH:27]=[CH:26][C:24]([NH:25][C:6](=[S:7])[O:4][CH3:1])=[CH:23][CH:22]=1 |f:0.1|. Procedure details: 20.8 ml of sodium hydrogencarbonate and 0.05 ml of thiophosgen were added to a solution of 50.2 mg of 4-(benzothiazol-2-ylmethoxy)aniline [prepared as described in Example 3 (b)] in 2 ml of methylene chloride and the resulting mixture was stirred at room temperature for 2 hours. 8 ml of methylene chloride were then added to the reaction mixture and the resulting mixture was washed with water and the organic fraction then dried over anhydrous sodium sulfate. The solvent was removed by evaporation... Starting materials: C1(C=2C(C(N1)=O)=CC=CC2)=O (phthalimide), C([O-])([O-])=O.[K+].[K+] (potassium carbonate), BrCCCCC1(CC1)C(=O)OC(C)(C)C (tert-butyl 1-(4-bromobutyl)cyclopropanecarboxylate). Solvent: CN(C)C=O (DMF). Run at temperature 90 celsius, time 2 hour. Product: O=C1N(C(C2=CC=CC=C12)=O)CCCCC1(CC1)C(=O)OC(C)(C)C (Tert-Butyl 1-[4-(1,3-dioxo-1,3-dihydro-2H-isoindol-2-yl)butyl]cyclopropanecarboxylate). Reaction SMILES: Br[CH2:2][CH2:3][CH2:4][CH2:5][C:6]1([C:9]([O:11][C:12]([CH3:15])([CH3:14])[CH3:13])=[O:10])[CH2:8][CH2:7]1.[C:16]1(=[O:26])[NH:20][C:19](=[O:21])[C:18]2=[CH:22][CH:23]=[CH:24][CH:25]=[C:17]12.C(=O)([O-])[O-].[K+].[K+]>CN(C=O)C>[O:21]=[C:19]1[C:18]2[C:17](=[CH:25][CH:24]=[CH:23][CH:22]=2)[C:16](=[O:26])[N:20]1[CH2:2][CH2:3][CH2:4][CH2:5][C:6]1([C:9]([O:11][C:12]([CH3:15])([CH3:14])[CH3:13])=[O:10])[CH2:8][CH2:7]1 |f:2.3.4|. Reported procedure: Under argon, 4.2 g (15.15 mmol) of tert-butyl 1-(4-bromobutyl)cyclopropanecarboxylate were initially charged in 50 ml of DMF, 3.34 g (22.72 mmol) of phthalimide and 4.19 g (30.3 mmol) of potassium carbonate were added and the mixture was stirred at 90° C. for 2 h. The reaction mixture was then filtered, and the filtrate was diluted with water and extracted three times with ethyl acetate. The combined organic phases were dried over magnesium sulfate and concentrated under reduced pressure. The pr... The reactants are CC(O)(COC(=O)N1CCC(Nc2ccc(C(F)(F)F)cc2)CC1)Cn1cc([N+](=O)[O-])nc1Cl, [H-], [Na+], CN(C)C=O. Yields the product CC1(COC(=O)N2CCC(Nc3ccc(C(F)(F)F)cc3)CC2)Cn2cc([N+](=O)[O-])nc2O1. Reaction SMILES: [F:1][C:2]([c:3]1[cH:4][cH:5][c:6]([NH:9][CH:10]2[CH2:11][CH2:12][N:13]([C:16](=[O:17])[O:18][CH2:19][C:20]([CH2:21][n:22]3[c:23]([Cl:30])[n:24][c:25]([N+:27](=[O:28])[O-:29])[cH:26]3)([CH3:31])[OH:32])[CH2:14][CH2:15]2)[cH:7][cH:8]1)([F:33])[F:34].[H-:35].[Na+:36].[O:37]=[CH:38][N:39]([CH3:40])[CH3:41]>>[F:1][C:2]([c:3]1[cH:4][cH:5][c:6]([NH:9][CH:10]2[CH2:11][CH2:12][N:13]([C:16](=[O:17])[O:18][CH2:19][C:20]3([CH3:31])[CH2:21][n:22]4[c:23]([n:24][c:25]([N+:27](=[O:28])[O-:29])[cH:26]4)[O:32]3)[CH2:14][CH2:15]2)[cH:7][cH:8]1)([F:33])[F:34]. The reactants are C1(CC1)C1(C2=CC=CC=C2SC=2C=CC=CC12)O (9-cyclopropyl-9H-thioxanthen-9-ol), C(C)(=O)O (acetic acid), C(C)(=O)O (acetic acid), Br (hydrobromic acid). Solvent: O (water). Reaction conditions: time 30 minute. Product: BrCCC=C1C2=CC=CC=C2SC=2C=CC=CC12 (9-(3-bromo-1-propylidene)-9H-thioxanthene). Reaction SMILES: [CH:1]1([C:4]2(O)[C:17]3[CH:16]=[CH:15][CH:14]=[CH:13][C:12]=3[S:11][C:10]3[C:5]2=[CH:6][CH:7]=[CH:8][CH:9]=3)[CH2:3][CH2:2]1.C(O)(=O)C.[BrH:23]>O>[Br:23][CH2:3][CH2:2][CH:1]=[C:4]1[C:17]2[CH:16]=[CH:15][CH:14]=[CH:13][C:12]=2[S:11][C:10]2[C:5]1=[CH:6][CH:7]=[CH:8][CH:9]=2. Procedure: To the above crude alcohol (25.2 g) was added glacial acetic acid (120 ml). The mixture was cooled on an ice-bath and a mixture of glacial acetic acid (60 ml) and 47% hydrobromic acid (30 ml) was added. The mixture was stirred for 30 minutes, poured into water (600 ml) and extracted with diethyl ether (3×200 ml). The combined organic phases were washed with water, dried (Na2SO4) and the solvent was evaporated in vacuo to give 19.5 g of crude 9-(3-bromo-1-propylidene)-9H-thioxanthene. Rf =0.35 (S... Starting materials: CN(C)C1(c2ccccn2)CCC(=CC(=O)NCCCc2ccccc2)CC1, CCC(C)=O, C[Si](C)(C)Cl. Product: CN(C)C1(c2ccccn2)CCC(=CC(=O)NCCCc2ccccc2)CC1, Cl. As a reaction SMILES: [CH3:1][N:2]([C:3]1([c:22]2[n:23][cH:24][cH:25][cH:26][cH:27]2)[CH2:4][CH2:5][C:6](=[CH:9][C:10](=[O:11])[NH:12][CH2:13][CH2:14][CH2:15][c:16]2[cH:17][cH:18][cH:19][cH:20][cH:21]2)[CH2:7][CH2:8]1)[CH3:28].[CH3:34][C:35]([CH2:36][CH3:37])=[O:38].[Cl:29][Si:30]([CH3:31])([CH3:32])[CH3:33]>>[CH3:1][N:2]([C:3]1([c:22]2[n:23][cH:24][cH:25][cH:26][cH:27]2)[CH2:4][CH2:5][C:6](=[CH:9][C:10](=[O:11])[NH:12][CH2:13][CH2:14][CH2:15][c:16]2[cH:17][cH:18][cH:19][cH:20][cH:21]2)[CH2:7][CH2:8]1)[CH3:28].[ClH:29]. Reactants: ClC=1C=C(C(=NC1)F)F (5-Chloro-2,3-difluoropyridine), [OH-].[Na+] (NaOH), O (water), C1(O)=CC=C(O)C=C1 (hydroquinone), [OH-].[Na+] (NaOH). Solvent: CS(=O)C (DMSO). Run at time 20 minute. Product: ClC=1C=C(C(=NC1)OC1=CC=C(C=C1)O)F (4-(5-CHLORO-3-FLUORO-2-PYRIDINYLOXY)PHENOL). Yield: 26.1%. Reaction SMILES: [OH-].[Na+].O.[C:4]1([CH:11]=[CH:10][C:8]([OH:9])=[CH:7][CH:6]=1)[OH:5].[Cl:12][C:13]1[CH:14]=[C:15]([F:20])[C:16](F)=[N:17][CH:18]=1>CS(C)=O>[Cl:12][C:13]1[CH:14]=[C:15]([F:20])[C:16]([O:5][C:4]2[CH:11]=[CH:10][C:8]([OH:9])=[CH:7][CH:6]=2)=[N:17][CH:18]=1 |f:0.1|. Procedure: A solution of NaOH (1.76 g, 0.044 mol) in a few ml of water was added to hydroquinone (4.86 g, 0.040 mol) in 250 ml DMSO. The mixture was stirred under nitrogen for 20 minutes. 5-Chloro-2,3-difluoropyridine (6.0 g, 0.040 mol) was added. The reaction mixture was heated at 60°-70° C. for 3 hours, then poured over ice. Aqueous NaOH was added to pH 12 and the solid diether side-product was filtered off. The filtrate was acidified, extracted with ether, treated with Norite adsorbent, and the solvent ... Reactants: COc1ccc(CCCC(=O)O)cc1, CN(C)c1ccncc1, C(=NC1CCCCC1)=NC1CCCCC1, ClCCl, COCOc1ccc2c3c1OC1C(O)C=CC4C(C2)N(C)CCC341. The product is COCOc1ccc2c3c1OC1C(OC(=O)CCCc4ccc(OC)cc4)C=CC4C(C2)N(C)CCC341. Reaction SMILES: [CH3:25][O:26][c:27]1[cH:28][cH:29][c:30]([CH2:33][CH2:34][CH2:35][C:36](=[O:37])[OH:38])[cH:31][cH:32]1.[CH3:57][N:58]([CH3:59])[c:60]1[cH:61][cH:62][n:63][cH:64][cH:65]1.[CH:39]1([N:40]=[C:41]=[N:42][CH:43]2[CH2:44][CH2:45][CH2:46][CH2:47][CH2:48]2)[CH2:49][CH2:50][CH2:51][CH2:52][CH2:53]1.[Cl:54][CH2:55][Cl:56].[O:1]1[c:2]2[c:3]([O:21][CH2:22][O:23][CH3:24])[cH:4][cH:5][c:6]3[c:15]2[C:14]24[CH:9]([CH:8]([CH2:7]3)[N:18]([CH3:19])[CH2:17][CH2:16]2)[CH:10]=[CH:11][CH:12]([OH:20])[CH:13]14>>[O:1]1[c:2]2[c:3]([O:21][CH2:22][O:23][CH3:24])[cH:4][cH:5][c:6]3[c:15]2[C:14]24[CH:9]([CH:8]([CH2:7]3)[N:18]([CH3:19])[CH2:17][CH2:16]2)[CH:10]=[CH:11][CH:12]([O:20][C:36]([CH2:35][CH2:34][CH2:33][c:30]2[cH:29][cH:28][c:27]([O:26][CH3:25])[cH:32][cH:31]2)=[O:37])[CH:13]14.